Dataset: the Open Reaction Database (ORD), a public repository of structured organic reaction records. Task: describe an organic reaction: reactants, conditions, products, and yield Starting materials: C(C1=CC=CC=C1)N(C1CCC(CC1)OCC(=O)OC(C)(C)C)CC1=CC=CC=C1 (Tert-butyl 2-[4-(dibenzylamino)cyclohexoxy]acetate), [H][H] (hydrogen). The reagents and catalysts are [OH-].[OH-].[Pd+2] (Pd(OH)2). Run in CO (methanol). Run at time 3 hour. Product: NC1CCC(CC1)OCC(=O)OC(C)(C)C (tert-butyl 2-(4-aminocyclohexoxy)acetate). Yield: 95.9%. Reaction SMILES: C([N:8](CC1C=CC=CC=1)[CH:9]1[CH2:14][CH2:13][CH:12]([O:15][CH2:16][C:17]([O:19][C:20]([CH3:23])([CH3:22])[CH3:21])=[O:18])[CH2:11][CH2:10]1)C1C=CC=CC=1.[H][H]>CO.[OH-].[OH-].[Pd+2]>[NH2:8][CH:9]1[CH2:14][CH2:13][CH:12]([O:15][CH2:16][C:17]([O:19][C:20]([CH3:23])([CH3:22])[CH3:21])=[O:18])[CH2:11][CH2:10]1 |f:3.4.5|. Procedure: Tert-butyl 2-[4-(dibenzylamino)cyclohexoxy]acetate (6 g, 15 mmol, 1 eq.) was dissolved in methanol (200 mL) and pumped through the H-Cube® hydrogenation instrument containing a 10% Pd(OH)2 catalyst cartridge (CatCart) and using full hydrogen flow, ambient pressure, at 40° C. for 3 hours. The solvent was removed under vacuum to provide tert-butyl 2-(4-aminocyclohexoxy)acetate (3.3 g, 98%); (CI, m/z): [M+H]+ 230; 1H NMR (400 MHz, CDCl3): δ 3.99 (s, 2H), 3.31 (tt, J=10.7, 4.2 Hz, 1H), 2.71 (tt, J=1...